Dataset: the Open Reaction Database (ORD), a public repository of structured organic reaction records. Task: describe an organic reaction: reactants, conditions, products, and yield Reactants: CN1C(N(C=2C1=NC=CC2)C2CCN(CC2)C(=O)OC(C)(C)C)=O (tert-Butyl 4-(3-methyl-2-oxo-2,3-dihydro-1H-imidazo[4,5-b]pyridin-1-yl)piperidine-1-carboxylate), FC(C(=O)O)(F)F (trifluoroacetic acid). Solvent: C(Cl)Cl (CH2Cl2). Run at time 1 hour. Yields the product FC(C(=O)O)(F)F.CN1C(N(C=2C1=NC=CC2)C2CCNCC2)=O (3-Methyl-1-piperidin-4-yl-1,3-dihydro-2H-imidazo[4,5-b]pyridin-2-one trifluoroacetate). Reaction SMILES: [CH3:1][N:2]1[C:6]2=[N:7][CH:8]=[CH:9][CH:10]=[C:5]2[N:4]([CH:11]2[CH2:16][CH2:15][N:14](C(OC(C)(C)C)=O)[CH2:13][CH2:12]2)[C:3]1=[O:24].[F:25][C:26]([F:31])([F:30])[C:27]([OH:29])=[O:28]>C(Cl)Cl>[F:25][C:26]([F:31])([F:30])[C:27]([OH:29])=[O:28].[CH3:1][N:2]1[C:6]2=[N:7][CH:8]=[CH:9][CH:10]=[C:5]2[N:4]([CH:11]2[CH2:16][CH2:15][NH:14][CH2:13][CH2:12]2)[C:3]1=[O:24] |f:3.4|. Procedure: To a stirred solution of tert-butyl 4-(3-methyl-2-oxo-2,3-dihydro-1H-imidazo[4,5-b]pyridin-1-yl)piperidine-1-carboxylate from Step B (73 mg, 0.22 mmol) in CH2Cl2 (5 mL) was added trifluoroacetic acid (2 mL). The resulting mixture was stirred at ambient temperature for 1 h then concentrated in vacuo to give the title compound. MS: m/z=233 (M+1). Reactants: O=C([O-])[O-], CS(=O)(=O)c1ccc(B(O)O)cc1, CS(C)=O, COCCOC, O=C(Cc1ccc(Cl)nc1)NCc1cccc(F)c1, [Na+], [Na+], O. The product is CS(=O)(=O)c1ccc(-c2ccc(CC(=O)NCc3cccc(F)c3)cn2)cc1. As a reaction SMILES: [C:33](=[O:34])([O-:35])[O-:36].[CH3:20][S:21](=[O:22])(=[O:23])[c:24]1[cH:25][cH:26][c:27]([B:30]([OH:31])[OH:32])[cH:28][cH:29]1.[CH3:39][S:40]([CH3:41])=[O:42].[CH3:43][O:44][CH2:45][CH2:46][O:47][CH3:48].[Cl:1][c:2]1[cH:3][cH:4][c:5]([CH2:8][C:9](=[O:10])[NH:11][CH2:12][c:13]2[cH:14][c:15]([F:19])[cH:16][cH:17][cH:18]2)[cH:6][n:7]1.[Na+:37].[Na+:38].[OH2:49]>>[c:2]1(-[c:27]2[cH:26][cH:25][c:24]([S:21]([CH3:20])(=[O:22])=[O:23])[cH:29][cH:28]2)[cH:3][cH:4][c:5]([CH2:8][C:9](=[O:10])[NH:11][CH2:12][c:13]2[cH:14][c:15]([F:19])[cH:16][cH:17][cH:18]2)[cH:6][n:7]1. The reactants are ClC=1C=C(C=CC1)NC1=NC=NC=2C=C(C(=C(C12)N)OC)OC (N4-(3-chloro-phenyl)-6,7-dimethoxy-quinazoline-4,5-diamine), C(=O)(N1C=NC=C1)N1C=NC=C1 (1,1′-carbonyldiimidazole). The solvent is ClCCCl (1,2-dichloroethane). Conditions: temperature 90 celsius, time 4 hour. The product is ClC=1C=C(C=CC1)N1C(NC=2C(=C(C=C3N=CN=C1C23)OC)OC)=O (3-(3-chloro-phenyl)-8,9-dimethoxy-1H,3H-1,3,4,6-tetraaza-phenalen-2-one). As a reaction SMILES: [Cl:1][C:2]1[CH:3]=[C:4]([NH:8][C:9]2[C:18]3[C:17]([NH2:19])=[C:16]([O:20][CH3:21])[C:15]([O:22][CH3:23])=[CH:14][C:13]=3[N:12]=[CH:11][N:10]=2)[CH:5]=[CH:6][CH:7]=1.[C:24](N1C=CN=C1)(N1C=CN=C1)=[O:25]>ClCCCl>[Cl:1][C:2]1[CH:3]=[C:4]([N:8]2[C:9]3[C:18]4[C:13]([N:12]=[CH:11][N:10]=3)=[CH:14][C:15]([O:22][CH3:23])=[C:16]([O:20][CH3:21])[C:17]=4[NH:19][C:24]2=[O:25])[CH:5]=[CH:6][CH:7]=1. Reported procedure: To a solution of N4-(3-chloro-phenyl)-6,7-dimethoxy-quinazoline-4,5-diamine (80 mg, 0.24 mmol) (from Example 11, Step B, supra) in 1,2-dichloroethane (30 mL) was added 1,1′-carbonyldiimidazole (0.2 g, 1.21 mmol) (Aldrich). The reaction mixture was heated with stirring at 90° C. for 4 hours. The solvents were evaporated and the residue was purified by chromatography using EtOAc/CH2Cl2/Et3N (1:1:0.05) as eluent to give the desired 3-(3-chloro-phenyl)-8,9-dimethoxy-1H,3H-1,3,4,6-tetraaza-phenalen-2... The reactants are Nc1nc(C(=NOC(CCO)C(=O)O)C(=O)O)ns1, CC(=O)OC(C)=O, CO, [Mg+2], O=S(=O)([O-])[O-]. The product is Nc1nc(C(=NOC2CCOC2=O)C(=O)O)ns1. RXN SMILES: [C:1](=[O:2])([OH:3])[CH:4]([CH2:5][CH2:6][OH:7])[O:8][N:9]=[C:10]([C:11](=[O:12])[OH:13])[c:14]1[n:15][s:16][c:17]([NH2:19])[n:18]1.[CH3:26][C:27]([O:28][C:29](=[O:30])[CH3:31])=[O:32].[CH3:33][OH:34].[Mg+2:20].[O-:21][S:22](=[O:23])(=[O:24])[O-:25]>>[C:1]1(=[O:2])[CH:4]([O:8][N:9]=[C:10]([C:11](=[O:12])[OH:13])[c:14]2[n:15][s:16][c:17]([NH2:19])[n:18]2)[CH2:5][CH2:6][O:7]1. The reactants are O=Cc1ccc(Cl)cc1, Nc1ccc(C(=O)O)cc1, O, Cc1ccc(S(=O)(=O)O)cc1, c1ccccc1. Yields the product O=C(O)c1ccc(NCc2ccc(Cl)cc2)cc1. RXN SMILES: [Cl:11][c:12]1[cH:13][cH:14][c:15]([CH:16]=[O:17])[cH:18][cH:19]1.[NH2:1][c:2]1[cH:3][cH:4][c:5]([C:8]([OH:9])=[O:10])[cH:6][cH:7]1.[OH2:31].[c:20]1([CH3:21])[cH:22][cH:23][c:24]([S:25]([OH:26])(=[O:27])=[O:28])[cH:29][cH:30]1.[cH:32]1[cH:33][cH:34][cH:35][cH:36][cH:37]1>>[NH:1]([c:2]1[cH:3][cH:4][c:5]([C:8]([OH:9])=[O:10])[cH:6][cH:7]1)[CH2:16][c:15]1[cH:14][cH:13][c:12]([Cl:11])[cH:19][cH:18]1. Starting materials: O=C([O-])[O-], CC(C)(C)n1ncc(S)c(Cl)c1=O, CN(C)C=O, Cc1ccccc1CCl, [K+], [K+], O. Product: Cc1ccccc1CSc1cnn(C(C)(C)C)c(=O)c1Cl. Reaction SMILES: [C:14](=[O:15])([O-:16])[O-:17].[C:1]([CH3:2])([CH3:3])([CH3:4])[n:5]1[n:6][cH:7][c:8]([SH:13])[c:9]([Cl:12])[c:10]1=[O:11].[CH3:30][N:31]([CH3:32])[CH:33]=[O:34].[Cl:20][CH2:21][c:22]1[c:23]([CH3:28])[cH:24][cH:25][cH:26][cH:27]1.[K+:18].[K+:19].[OH2:29]>>[C:1]([CH3:2])([CH3:3])([CH3:4])[n:5]1[n:6][cH:7][c:8]([S:13][CH2:21][c:22]2[c:23]([CH3:28])[cH:24][cH:25][cH:26][cH:27]2)[c:9]([Cl:12])[c:10]1=[O:11]. Starting materials: CO, CCOC(=O)N1C2CCC1CC(C(=O)O)(C1C=CCCC1)C2. Product: CCOC(=O)N1C2CCC1CC(C(=O)O)(C1CCCCC1)C2. RXN SMILES: [CH3:23][OH:24].[CH:1]1([C:7]2([C:20](=[O:21])[OH:22])[CH2:8][CH:9]3[CH2:10][CH2:11][CH:12]([CH2:13]2)[N:14]3[C:15](=[O:16])[O:17][CH2:18][CH3:19])[CH:2]=[CH:3][CH2:4][CH2:5][CH2:6]1>>[CH:1]1([C:7]2([C:20](=[O:21])[OH:22])[CH2:8][CH:9]3[CH2:10][CH2:11][CH:12]([CH2:13]2)[N:14]3[C:15](=[O:16])[O:17][CH2:18][CH3:19])[CH2:2][CH2:3][CH2:4][CH2:5][CH2:6]1. Reactants: CC(C)(C)OC(=O)CNn1cc(C(=O)O)c(=O)c2cc(F)c(F)c(F)c21, CC(=O)O, Cl, O. Yields the product CNn1cc(C(=O)O)c(=O)c2cc(F)c(F)c(F)c21. RXN SMILES: [CH3:1][C:2]([CH3:3])([O:4][C:5](=[O:6])[CH2:7][NH:8][n:9]1[cH:10][c:11]([C:23](=[O:24])[OH:25])[c:12](=[O:22])[c:13]2[cH:14][c:15]([F:21])[c:16]([F:20])[c:17]([F:19])[c:18]12)[CH3:26].[CH3:27][C:28](=[O:29])[OH:30].[ClH:31].[OH2:32]>>[CH3:7][NH:8][n:9]1[cH:10][c:11]([C:23](=[O:24])[OH:25])[c:12](=[O:22])[c:13]2[cH:14][c:15]([F:21])[c:16]([F:20])[c:17]([F:19])[c:18]12.